Dataset: the Open Reaction Database (ORD), a public repository of structured organic reaction records. Task: describe an organic reaction: reactants, conditions, products, and yield Reactants: N#Cc1ccc(CBr)cc1, O=C([O-])[O-], Cc1cc(O)c2ccc(O)cc2n1, CCOC(C)=O, [K+], [K+], CN(C)C=O, O. Product: Cc1cc(O)c2ccc(OCc3ccc(C#N)cc3)cc2n1. As a reaction SMILES: [Br:20][CH2:21][c:22]1[cH:23][cH:24][c:25]([C:26]#[N:27])[cH:28][cH:29]1.[C:14](=[O:15])([O-:16])[O-:17].[CH3:1][c:2]1[n:3][c:4]2[cH:5][c:6]([OH:13])[cH:7][cH:8][c:9]2[c:10]([OH:12])[cH:11]1.[CH3:30][CH2:31][O:32][C:33]([CH3:34])=[O:35].[K+:18].[K+:19].[O:37]=[CH:38][N:39]([CH3:40])[CH3:41].[OH2:36]>>[CH3:1][c:2]1[n:3][c:4]2[cH:5][c:6]([O:13][CH2:21][c:22]3[cH:23][cH:24][c:25]([C:26]#[N:27])[cH:28][cH:29]3)[cH:7][cH:8][c:9]2[c:10]([OH:12])[cH:11]1. Starting materials: Cl.N1CCC(CC1)C1=NOC2=C1C=CC=C2 (3-(4-piperidinyl)-1,2-benzisoxazole hydrochloride), C(=O)([O-])[O-].[K+].[K+] (K2CO3), ClCCCOC1=C(C=C(C=C1)C(C)=O)OC (1-[4-(3-chloropropoxy)-3-methyoxyphenyl]ethanone), CN(C=O)C (dimethylformamide). The solvent is O (water). Reaction conditions: time 16 hour. Yields the product O1N=C(C2=C1C=CC=C2)C2CCN(CC2)CCCOC2=CCC(C=C2)(OC)C(C)=O (1-[4-[3-[4-(1,2-Benzisoxazol-3-yl)-1-piperidinyl]propoxy]-1-methyoxyphenyl]-ethanone). Isolated yield 47.5%. Reaction SMILES: Cl.[NH:2]1[CH2:7][CH2:6][CH:5]([C:8]2[C:12]3[CH:13]=[CH:14][CH:15]=[CH:16][C:11]=3[O:10][N:9]=2)[CH2:4][CH2:3]1.[C:17]([O-])([O-])=[O:18].[K+].[K+].Cl[CH2:24][CH2:25][CH2:26][O:27][C:28]1[CH:33]=[CH:32][C:31]([C:34](=[O:36])[CH3:35])=[CH:30][C:29]=1OC.CN(C)C=O>O>[O:10]1[C:11]2[CH:16]=[CH:15][CH:14]=[CH:13][C:12]=2[C:8]([CH:5]2[CH2:4][CH2:3][N:2]([CH2:24][CH2:25][CH2:26][O:27][C:28]3[CH:29]=[CH:30][C:31]([C:34](=[O:36])[CH3:35])([O:18][CH3:17])[CH2:32][CH:33]=3)[CH2:7][CH2:6]2)=[N:9]1 |f:0.1,2.3.4|. Reported procedure: A mixture of 3-(4-piperidinyl)-1,2-benzisoxazole hydrochloride (4.8 g, 20 mmol), K2CO3 (5.2 g, 40 mmol), 1-[4-(3-chloropropoxy)-3-methyoxyphenyl]ethanone (5.3 g, 22 mmol), a few crystals of KI and dimethylformamide (60 ml) was stirred at 90 C. for 16 hours. The reaction was poured into water and the aqueous mixture was extracted with ethyl acetate. The extract was washed (water), dried (MgSO4) and concentrated to afford a brown oil. The oil was chromatographed on a Waters Prep 500 utilizing sili... Starting materials: FC(C(=O)O)(F)F.S1C(=NC2=C1C=CC=C2)S(=O)(=O)N2C(CNCC2)=O (1-(benzothiazole-2-sulfonyl)-piperazin-2-one trifluoroacetic acid salt), COC=1C=C(COC(=O)NC=2NC(C=3N=CN(C3N2)CC(=O)O)=O)C=CC1OC ([2-N-(3,4-dimethoxybenzyloxycarbonyl)-guanin-9-yl]-acetic acid). As a reaction SMILES: FC(F)(F)C(O)=O.[S:8]1[C:12]2[CH:13]=[CH:14][CH:15]=[CH:16][C:11]=2[N:10]=[C:9]1[S:17]([N:20]1[CH2:25][CH2:24][NH:23][CH2:22][C:21]1=[O:26])(=[O:19])=[O:18].[CH3:27][O:28][C:29]1[CH:30]=[C:31]([CH:51]=[CH:52][C:53]=1[O:54][CH3:55])[CH2:32][O:33][C:34]([NH:36][C:37]1[NH:38][C:39](=[O:50])[C:40]2[N:41]=[CH:42][N:43]([CH2:46][C:47](O)=[O:48])[C:44]=2[N:45]=1)=[O:35]>>[S:8]1[C:12]2[CH:13]=[CH:14][CH:15]=[CH:16][C:11]=2[N:10]=[C:9]1[S:17]([N:20]1[CH2:25][CH2:24][N:23]([C:47](=[O:48])[CH2:46][N:43]2[CH:42]=[N:41][C:40]3[C:39](=[O:50])[NH:38][C:37]([NH:36][C:34]([O:33][CH2:32][C:31]4[CH:51]=[CH:52][C:53]([O:54][CH3:55])=[C:29]([O:28][CH3:27])[CH:30]=4)=[O:35])=[N:45][C:44]2=3)[CH2:22][C:21]1=[O:26])(=[O:19])=[O:18] |f:0.1|. Procedure: The title compound was synthesized by the reaction of 1-(benzothiazole-2-sulfonyl)-piperazin-2-one trifluoroacetic acid salt with [2-N-(3,4-dimethoxybenzyloxycarbonyl)-guanin-9-yl]-acetic acid as per the procedure of Example 52. 1H NMR (500 MHz; DMSO-d6) δ 11.41 (s, 1H), 11.37 (s, 1H), 8.34 (m, 1H), 8.24 (m, 1H), 7.81 (s, 0.6H), 7.77 (s, 0.4H), 7.71 (m, 2H), 7.04 (s, 1H), 6.95 (d, 1H), 6.94 (d, 1H), 5.15 (s, 2H), 5.13 (s, 1.2H), 5.02 (s, 0.8H), 4.51 (s, 0.8H), 4.27 (s, 1.2H), 4.24 (t, 1.2H), 4.0... Yields the product S1C(=NC2=C1C=CC=C2)S(=O)(=O)N2C(CN(CC2)C(CN2C=1N=C(NC(C1N=C2)=O)NC(=O)OCC2=CC(=C(C=C2)OC)OC)=O)=O (1-(Benzothiazole-2-sulfonyl)-4-{[2-N-(3,4-dimethoxybenzyloxycarbonyl)-guanin-9-yl]-acetyl}-piperazin-2-one). Starting materials: C(C)(=O)NCCC1=C(C=C(C(=C1)OC)OC)C(=O)CC1=C(C=C(C(=C1)OC)OC)[N+](=O)[O-] (2-(2-acetamidoethyl)-2'-nitro-4,4', 5,5'-tetramethoxydeoxybenzoin). Reagents/catalysts: [Zn] (zinc). The solvent is C(C)(=O)O (acetic acid). Yields the product C(C)(=O)NCCC1=C(C=C(C(=C1)OC)OC)C=1NC2=CC(=C(C=C2C1)OC)OC (2-[2-(2-Acetamidoethyl)-4,5-dimethoxyphenyl]-5,6-dimethoxyindole). Yield: 44.8%. Reaction SMILES: [C:1]([NH:4][CH2:5][CH2:6][C:7]1[CH:12]=[C:11]([O:13][CH3:14])[C:10]([O:15][CH3:16])=[CH:9][C:8]=1[C:17]([CH2:19][C:20]1[CH:25]=[C:24]([O:26][CH3:27])[C:23]([O:28][CH3:29])=[CH:22][C:21]=1[N+:30]([O-])=O)=O)(=[O:3])[CH3:2]>[Zn].C(O)(=O)C>[C:1]([NH:4][CH2:5][CH2:6][C:7]1[CH:12]=[C:11]([O:13][CH3:14])[C:10]([O:15][CH3:16])=[CH:9][C:8]=1[C:17]1[NH:30][C:21]2[C:20]([CH:19]=1)=[CH:25][C:24]([O:26][CH3:27])=[C:23]([O:28][CH3:29])[CH:22]=2)(=[O:3])[CH3:2]. Reported procedure: To a 80% acetic acid solution of 4.60 g of 2-(2-acetamidoethyl)-2'-nitro-4,4', 5,5'-tetramethoxydeoxybenzoin was slowly added 4.7 g of zinc at 85° C. The reaction mixture was filtered, washed with ethanol, and the solvent was evaporated. To the residue was added an ammonium hydroxide aqueous solution, and the mixture was extracted with ethyl acetate. The solvent was evaporated, and the residue was purified by silica gel column chromatography (ethyl acetate) to yield 1.84 g of the title compound. Starting materials: [Br-], C1CCOC1, [Mg+]CCc1ccccc1, [Cl-], Clc1ncnc2[nH]ccc12, [NH4+]. Yields the product c1ccc(CCc2ncnc3[nH]ccc23)cc1. Reaction SMILES: [Br-:1].[CH2:23]1[O:24][CH2:25][CH2:26][CH2:27]1.[CH2:2]([CH2:3][c:4]1[cH:5][cH:6][cH:7][cH:8][cH:9]1)[Mg+:10].[Cl-:21].[Cl:11][c:12]1[c:13]2[c:14]([n:15][cH:16][n:17]1)[nH:18][cH:19][cH:20]2.[NH4+:22]>>[CH2:2]([CH2:3][c:4]1[cH:5][cH:6][cH:7][cH:8][cH:9]1)[c:12]1[c:13]2[c:14]([n:15][cH:16][n:17]1)[nH:18][cH:19][cH:20]2. Reactants: C(C)N(C1=CC(=CC=C1)[N+](=O)[O-])CC(OC(C)=S)C=1SC2=C(N1)C=CC=C2 (N-ethyl-N-(benzthiazolyl-2-thioacetoxyethyl)m-nitroaniline), C(C)O (ethanol). Reagents/catalysts: [Pd] (Pd/C). Solvent: C(C)(=O)OC(C)=O (acetic anhydride). The product is C(C)N(C1=CC(=CC=C1)NC(C)=O)CC(OC(C)=S)C=1SC2=C(N1)C=CC=C2 (N-ethyl-N-(benzthiazolyl-2-thio acetoxyethyl) m-acetamido aniline). As a reaction SMILES: [CH2:1]([N:3]([CH2:13][CH:14]([C:19]1[S:20][C:21]2[CH:27]=[CH:26][CH:25]=[CH:24][C:22]=2[N:23]=1)[O:15][C:16](=[S:18])[CH3:17])[C:4]1[CH:9]=[CH:8][CH:7]=[C:6]([N+:10]([O-])=O)[CH:5]=1)[CH3:2].[CH2:28]([OH:30])[CH3:29]>C(OC(=O)C)(=O)C.[Pd]>[CH2:1]([N:3]([CH2:13][CH:14]([C:19]1[S:20][C:21]2[CH:27]=[CH:26][CH:25]=[CH:24][C:22]=2[N:23]=1)[O:15][C:16](=[S:18])[CH3:17])[C:4]1[CH:9]=[CH:8][CH:7]=[C:6]([NH:10][C:28](=[O:30])[CH3:29])[CH:5]=1)[CH3:2]. Procedure details: 4.17 Parts of N-ethyl-N-(benzthiazolyl-2-thioacetoxyethyl)m-nitroaniline are dissolved in 75 parts of absolute ethanol and 25 parts of acetic anhydride and hydrogenated at 45° using 10% Pd/C as catalyst. The catalyst is filtered off and worked up in the usual manner to furnish N-ethyl-N-(benzthiazolyl-2-thio acetoxyethyl) m-acetamido aniline having the formula ##STR22## The reactants are OC(CN)CO (2,3-dihydroxypropylamine), O=C1CCCC2=C1C=CO2 (4-oxo-4,5,6,7-tetrahydrobenzofuran). Solvent: C(C)O (ethanol). Run at temperature 150 celsius. Product: O=C1C=2C=CN(C2CCC1)CC(CO)O (4-oxo-4,5,6,7-tetrahydro-1-N-(β,γ-dihydroxypropyl)indole). RXN SMILES: [OH:1][CH:2]([CH2:5][OH:6])[CH2:3][NH2:4].[O:7]=[C:8]1[C:13]2[CH:14]=[CH:15]O[C:12]=2[CH2:11][CH2:10][CH2:9]1>C(O)C>[O:7]=[C:8]1[CH2:9][CH2:10][CH2:11][C:12]2[N:4]([CH2:3][CH:2]([OH:1])[CH2:5][OH:6])[CH:15]=[CH:14][C:13]1=2. Reported procedure: 9.4 g of 2,3-dihydroxypropylamine were added to a solution of 13.6 g of 4-oxo-4,5,6,7-tetrahydrobenzofuran in 200 cm3 of ethanol. The reaction medium was heated at 150° C. for 9 hours. After evaporation of the solvent and purification of the crude product on silica gel (ethyl acetate/methanol=9/1 ), 11.2 g of 4-oxo-4,5,6,7-tetrahydro-1-N-(β,γ-dihydroxypropyl)indole were recovered in the form of an oil. The reactants are BrC1=CN=C(C=2N1C=C(N2)CCC2=NC1=CC=CC=C1C=C2)N2CCOCC2 (4-(5-Bromo-2-(2-(quinolin-2-yl)ethyl)imidazo[1,2-a]pyrazin-8-yl)morpholine), CC1(C(OB(O1)C1=CC=C(C=C1)N1NNN(C1=O)COCC[Si](C)(C)C)(C)C)C (1-[4-(tetramethyl-1,3,2-dioxaborolan-2-yl)phenyl]-4-[[2-(trimethylsilyl)ethoxy]methyl]-1,2,3,4-tetrazolidin-5-one). Yields the product O1CCN(CC1)C=1C=2N(C(=CN1)C1=CC=C(C=C1)N1N=NN(C1=O)COCC[Si](C)(C)C)C=C(N2)CCC2=NC1=CC=CC=C1C=C2 (1-(4-(8-Morpholino-2-(2-(quinolin-2-yl)ethyl)imidazo[1,2-a]pyrazin-5-yl)phenyl)-4-((2-(trimethylsilyl)ethoxy)methyl)-1H-tetrazol-5(4H)-one). The yield is 31.6%. Reaction SMILES: Br[C:2]1[N:7]2[CH:8]=[C:9]([CH2:11][CH2:12][C:13]3[CH:22]=[CH:21][C:20]4[C:15](=[CH:16][CH:17]=[CH:18][CH:19]=4)[N:14]=3)[N:10]=[C:6]2[C:5]([N:23]2[CH2:28][CH2:27][O:26][CH2:25][CH2:24]2)=[N:4][CH:3]=1.CC1(C)OB([C:35]2[CH:40]=[CH:39][C:38]([N:41]3[C:45](=[O:46])[N:44]([CH2:47][O:48][CH2:49][CH2:50][Si:51]([CH3:54])([CH3:53])[CH3:52])[NH:43][NH:42]3)=[CH:37][CH:36]=2)OC1(C)C>>[O:26]1[CH2:27][CH2:28][N:23]([C:5]2[C:6]3[N:7]([CH:8]=[C:9]([CH2:11][CH2:12][C:13]4[CH:22]=[CH:21][C:20]5[C:15](=[CH:16][CH:17]=[CH:18][CH:19]=5)[N:14]=4)[N:10]=3)[C:2]([C:35]3[CH:40]=[CH:39][C:38]([N:41]4[C:45](=[O:46])[N:44]([CH2:47][O:48][CH2:49][CH2:50][Si:51]([CH3:54])([CH3:53])[CH3:52])[N:43]=[N:42]4)=[CH:37][CH:36]=3)=[CH:3][N:4]=2)[CH2:24][CH2:25]1. Procedure details: Compound 3a (500 mg, 1.15 mmol) was subjected to Suzuki coupling conditions with 1-[4-(tetramethyl-1,3,2-dioxaborolan-2-yl)phenyl]-4-[[2-(trimethylsilyl)ethoxy]methyl]-1,2,3,4-tetrazolidin-5-one (1.44 g, 3.45 mmol) using the reaction conditions described in Example 1, Step G to obtain compound 14d as a white solid (236 mg, 31% yield). Mass Spectrum (LCMS, ESI pos.): Calcd. for C34H39N9O3Si: 650.3 (M+H). Found 650.4. Reactants: CO, COC(=O)c1cc(Cl)c(OC(C)C)c(Cl)c1, [Na+], [OH-]. The product is CC(C)Oc1c(Cl)cc(C(=O)O)cc1Cl. RXN SMILES: [CH3:19][OH:20].[Cl:1][c:2]1[cH:3][c:4]([C:5](=[O:6])[O:7][CH3:8])[cH:9][c:10]([Cl:16])[c:11]1[O:12][CH:13]([CH3:14])[CH3:15].[Na+:18].[OH-:17]>>[Cl:1][c:2]1[cH:3][c:4]([C:5](=[O:6])[OH:7])[cH:9][c:10]([Cl:16])[c:11]1[O:12][CH:13]([CH3:14])[CH3:15]. Starting materials: CC#CCBr, CNc1ncnc(N2CCN(C(=O)OC(C)(C)C)CC2)c1N, O=C([O-])[O-], CN(C)C=O, [Cl-], [K+], [K+], [NH4+]. Product: CC#CCNc1c(NC)ncnc1N1CCN(C(=O)OC(C)(C)C)CC1. Reaction SMILES: [Br:23][CH2:24][C:25]#[C:26][CH3:27].[C:1]([CH3:2])([CH3:3])([CH3:4])[O:5][C:6](=[O:7])[N:8]1[CH2:9][CH2:10][N:11]([c:14]2[n:15][cH:16][n:17][c:18]([NH:21][CH3:22])[c:19]2[NH2:20])[CH2:12][CH2:13]1.[C:28](=[O:29])([O-:30])[O-:31].[CH3:36][N:37]([CH3:38])[CH:39]=[O:40].[Cl-:34].[K+:32].[K+:33].[NH4+:35]>>[C:1]([CH3:2])([CH3:3])([CH3:4])[O:5][C:6](=[O:7])[N:8]1[CH2:9][CH2:10][N:11]([c:14]2[n:15][cH:16][n:17][c:18]([NH:21][CH3:22])[c:19]2[NH:20][CH2:24][C:25]#[C:26][CH3:27])[CH2:12][CH2:13]1.